Dataset: the Open Reaction Database (ORD), a public repository of structured organic reaction records. Task: describe an organic reaction: reactants, conditions, products, and yield Reactants: BrC1C(C2=CC=C(C=C2C1)C1=CC(=CC=C1)C(F)(F)F)=O (2-bromo-5-(3-trifluoromethylphenyl)indan-1-one), C(C)(=S)N (thioacetamide). Run in CC(=O)C (acetone). Run at temperature 0 celsius, time 8 hour. Yields the product Br.CC=1SC2C(N1)(C=1C=CC(=CC1C2)C2=CC(=CC=C2)C(F)(F)F)O (2-Methyl-6-(3-trifluoromethylphenyl)-8,8a-dihydroindeno[1,2-d]thiazol-3a-ol hydrobromide). Reaction SMILES: [Br:1][CH:2]1[CH2:10][C:9]2[C:4](=[CH:5][CH:6]=[C:7]([C:11]3[CH:16]=[CH:15][CH:14]=[C:13]([C:17]([F:20])([F:19])[F:18])[CH:12]=3)[CH:8]=2)[C:3]1=[O:21].[C:22]([NH2:25])(=[S:24])[CH3:23]>CC(C)=O>[BrH:1].[CH3:23][C:22]1[S:24][CH:2]2[CH2:10][C:9]3[CH:8]=[C:7]([C:11]4[CH:16]=[CH:15][CH:14]=[C:13]([C:17]([F:20])([F:19])[F:18])[CH:12]=4)[CH:6]=[CH:5][C:4]=3[C:3]2([OH:21])[N:25]=1 |f:3.4|. Procedure details: 213 mg of 2-bromo-5-(3-trifluoromethylphenyl)indan-1-one and 48.8 mg of thioacetamide are dissolved in 10 ml of dry acetone and the solution is stirred at 0° C. for 8 h. The precipitate is filtered off with suction, washed with acetone and dried in a high vacuum. 2-Methyl-6-(3-trifluoromethylphenyl)-8,8a-dihydroindeno[1,2-d]thiazol-3a-ol hydrobromide of melting point 245-250° C. (dec.) is obtained. Reactants: N1=CC=C(C=C1)NCC1CCN(CC1)C(=O)OCC1=CC=CC=C1 (benzyl 4-[(4-pyridinylamino)methyl]-1-piperidinecarboxylate), [H][H] (hydrogen). Reagents/catalysts: [Pd] (palladium on carbon). Solvent: C(C)O (Ethanol). Yields the product N1CCC(CC1)CNC1=CC=NC=C1 (N-(4-piperidinylmethyl)-4-pyridinamine). Reaction SMILES: [N:1]1[CH:6]=[CH:5][C:4]([NH:7][CH2:8][CH:9]2[CH2:14][CH2:13][N:12](C(OCC3C=CC=CC=3)=O)[CH2:11][CH2:10]2)=[CH:3][CH:2]=1.[H][H]>[Pd].C(O)C>[NH:12]1[CH2:13][CH2:14][CH:9]([CH2:8][NH:7][C:4]2[CH:5]=[CH:6][N:1]=[CH:2][CH:3]=2)[CH2:10][CH2:11]1. Procedure details: Benzyl 4-[(4-pyridinylamino)methyl]-1-piperidinecarboxylate (EXAMPLE 1) (7 g, 21 mmol) was dissolved in abs. Ethanol (150 mL) with 10% palladium on carbon (700 mg) and stirred under 1 atm of hydrogen for 2 h. The catalyst was filtered off and the filtrate was concentrated under reduced pressure to afford the N-(4-piperidinylmethyl)-4-pyridinamine as a clear oil which was used without further purification. Reactants: ClC=1C=C(C(=O)O)C=CN1 (2-chloroisonicotinic acid), [OH-].[K+] (KOH), Cl (HCl). Procedure details: To a stirred solution of 2-chloroisonicotinic acid (15 g, 1.0 eq) in 200 mL water at 0° C. was added KOH (40 g, 7.5 eq). Then the reaction mixture was heated to reflux for 36 h., cooled, and 3 N HCl (aq) was added to pH=1˜3. The precipitate was collected by filtration and washed with water to give the product as a white solid (13.1 g, 99% yield). 1H NMR (400 MHz, DMSO-d6) δ 12.80 (brs, 2H), 7.47 (d, J=6.4 Hz, 1H), 6.79 (s, 1H), 6.50 (dd, J=6.8 Hz, 1.6 Hz, 1H). Run in O (water). Product: O=C1NC=CC(=C1)C(=O)O (2-oxo-1,2-dihydropyridine-4-carboxylic acid). Yield: 98.9%. As a reaction SMILES: Cl[C:2]1[CH:3]=[C:4]([CH:8]=[CH:9][N:10]=1)[C:5]([OH:7])=[O:6].[OH-:11].[K+].Cl>O>[O:11]=[C:2]1[CH:3]=[C:4]([C:5]([OH:7])=[O:6])[CH:8]=[CH:9][NH:10]1 |f:1.2|. Starting materials: CSCc1ccc([N+](=O)[O-])c(OCc2ccccc2)c1, CCO, Cl[Sn]Cl. Product: CSCc1ccc(N)c(OCc2ccccc2)c1. As a reaction SMILES: [CH2:1]([c:2]1[cH:3][cH:4][cH:5][cH:6][cH:7]1)[O:8][c:9]1[c:10]([N+:18]([O-:19])=[O:20])[cH:11][cH:12][c:13]([CH2:15][S:16][CH3:17])[cH:14]1.[CH3:24][CH2:25][OH:26].[Sn:21]([Cl:22])[Cl:23]>>[CH2:1]([c:2]1[cH:3][cH:4][cH:5][cH:6][cH:7]1)[O:8][c:9]1[c:10]([NH2:18])[cH:11][cH:12][c:13]([CH2:15][S:16][CH3:17])[cH:14]1. Starting materials: ClCl (Chlorine), C(CCN)C[C@@H](C(=O)O)N.Cl (L(+)-lysine monohydrochloride). The solvent is Cl (HCl). Run at temperature 7 celsius. Product: Cl.Cl.ClC(C[C@H](N)C(=O)O)CCN (γ-Chloro-L-Lysine Dihydrochloride). Reaction SMILES: [Cl:1]Cl.[CH2:3]([CH2:7][C@H:8]([NH2:12])[C:9]([OH:11])=[O:10])[CH2:4][CH2:5][NH2:6].[ClH:13]>Cl>[ClH:1].[ClH:1].[Cl:13][CH:3]([CH2:4][CH2:5][NH2:6])[CH2:7][C@@H:8]([C:9]([OH:11])=[O:10])[NH2:12] |f:1.2,4.5.6|. Procedure: Chlorine was bubbled trough a solution of L(+)-lysine monohydrochloride (150 g, 821 mmol) in HCl (36%) at 70° C. The mixture was irradiated with a medium pressure mercury lamp while stirring. After 2 h the reaction mixture was cooled to 7° C. and a seed crystal was added to induce crystallization. After one hour the resulting crystals were filtered off and the crude product was triturated twice with MeOH. The crystals were collected to afford 4.1 as a white solid. Yield: 12.6 g, 49.7 mmol, 6%. 1... The reactants are [SH-].[Na+] (sodium hydrosulphide), O.O.O.O.O.O.[Cl-].[Mg+2].[Cl-] (magnesium chloride hexahydrate), BrC1=CC(=C(C#N)C=C1)C (4-bromo-2-methyl benzonitrile). The solvent is CN(C=O)C (dimethylformamide). Run at time 90 minute. The product is BrC1=CC(=C(C(=S)N)C=C1)C (4-bromo-2-methyl-thiobenzamide). Yield: 7.1%. As a reaction SMILES: [SH-:1].[Na+].O.O.O.O.O.O.[Cl-].[Mg+2].[Cl-].[Br:12][C:13]1[CH:20]=[CH:19][C:16]([C:17]#[N:18])=[C:15]([CH3:21])[CH:14]=1>CN(C)C=O>[Br:12][C:13]1[CH:20]=[CH:19][C:16]([C:17]([NH2:18])=[S:1])=[C:15]([CH3:21])[CH:14]=1 |f:0.1,2.3.4.5.6.7.8.9.10|. Procedure details: To a slurry solution of sodium hydrosulphide (2.80 g, 50 mmol) and magnesium chloride hexahydrate (5.05 g, 25 mmol) in dimethylformamide (50 ml) is added 4-bromo-2-methyl benzonitrile (4.90 g, 50 mmol) in one portion and the resulting green slurry is stirred at room temp for 90 minutes. The reaction mixture is poured onto water (200 ml) and the resultant precipitate filtered and washed with water. This yellow solid is then suspended in 2N HCl (200 ml) and stirred for 1 hour, then filtered, washe... The reactants are CCO, [Cl-], FC(F)(F)CC1CO1, [N-]=[N+]=[N-], [NH4+], [Na+], O. The product is [N-]=[N+]=NCC(O)CC(F)(F)F. As a reaction SMILES: [CH3:15][CH2:16][OH:17].[Cl-:5].[F:7][C:8]([CH2:9][CH:10]1[O:11][CH2:12]1)([F:13])[F:14].[N-:1]=[N+:2]=[N-:3].[NH4+:6].[Na+:4].[OH2:18]>>[N:1](=[N+:2]=[N-:3])[CH2:12][CH:10]([CH2:9][C:8]([F:7])([F:13])[F:14])[OH:11]. The reactants are [Si](C1=CC=CC=C1)(C1=CC=CC=C1)(C(C)(C)C)OCC=1C(NC=CC1)=O (3-({[tert-Butyl(diphenyl)silyl]oxy}methyl)pyridin-2(1H)-one), FC1=C(C=C(C=C1)[N+](=O)[O-])C (2-fluoro-5-nitrotoluene). The product is [Si](C1=CC=CC=C1)(C1=CC=CC=C1)(C(C)(C)C)OCC=1C(N(C=CC1)C1=C(C=C(C=C1)[N+](=O)[O-])C)=O (3-({[tert-Butyl(diphenyl)silyl]oxy}methyl)-1-(2-methyl-4-nitrophenyl)pyridin-2(1H)-one). As a reaction SMILES: [Si:1]([O:18][CH2:19][C:20]1[C:21](=[O:26])[NH:22][CH:23]=[CH:24][CH:25]=1)([C:14]([CH3:17])([CH3:16])[CH3:15])([C:8]1[CH:13]=[CH:12][CH:11]=[CH:10][CH:9]=1)[C:2]1[CH:7]=[CH:6][CH:5]=[CH:4][CH:3]=1.F[C:28]1[CH:33]=[CH:32][C:31]([N+:34]([O-:36])=[O:35])=[CH:30][C:29]=1[CH3:37]>>[Si:1]([O:18][CH2:19][C:20]1[C:21](=[O:26])[N:22]([C:28]2[CH:33]=[CH:32][C:31]([N+:34]([O-:36])=[O:35])=[CH:30][C:29]=2[CH3:37])[CH:23]=[CH:24][CH:25]=1)([C:14]([CH3:17])([CH3:15])[CH3:16])([C:8]1[CH:13]=[CH:12][CH:11]=[CH:10][CH:9]=1)[C:2]1[CH:3]=[CH:4][CH:5]=[CH:6][CH:7]=1. Reported procedure: Analogously to Example 4A, 1.50 g (4.13 mmol) of the compound from Example 3A are reacted with 704 mg (4.54 mmol) of 2-fluoro-5-nitrotoluene. This gives 570 mg (28% of theory) of the title compound.